describe an organic reaction: reactants, conditions, products, and yield From a dataset of the Open Reaction Database (ORD), a public repository of structured organic reaction records. Starting materials: N1CNC(C1)=O (4-imidazolidinone), FC=1C=C(C=CC1F)[N+](=O)[O-] (3,4-difluoro nitrobenzene), C(C)(C)N(CC)C(C)C (diisopropyl ethylamine). Run in CN(C)C=O (DMF). Yields the product FC1=C(C=CC(=C1)[N+](=O)[O-])N1CNC(C1)=O (1-(2-Fluoro-4-nitrophenyl)-4-imidazolidinone). Yield: 78.4%. RXN SMILES: [NH:1]1[CH2:5][C:4](=[O:6])[NH:3][CH2:2]1.[F:7][C:8]1[CH:9]=[C:10]([N+:15]([O-:17])=[O:16])[CH:11]=[CH:12][C:13]=1F.C(N(C(C)C)CC)(C)C>CN(C=O)C>[F:7][C:8]1[CH:9]=[C:10]([N+:15]([O-:17])=[O:16])[CH:11]=[CH:12][C:13]=1[N:1]1[CH2:5][C:4](=[O:6])[NH:3][CH2:2]1. Procedure details: A solution of 4-imidazolidinone (9.5 g, 110.5 mmol), 3,4-difluoro nitrobenzene (12.2 ml, 110.5 mmol) and diisopropyl ethylamine (28.6 ml, 165 mmol) in dry DMF (80 ml) was heated to 60° C. overnight under argon. The reaction mixture was allowed to cool to room temperature and ice pieces were added. The solid formed was filtered and washed with water. The solid was dried under air to yield the nitro compound (19.5 g, 78.5%) as yellow crystals.